This data is from the Open Reaction Database (ORD), a public repository of structured organic reaction records. The task is: describe an organic reaction: reactants, conditions, products, and yield Reactants: FC(C=1C=C(C=C(C1)C(F)(F)F)C=1C=2N(C=CC1)N=C(N2)NC2C(CNCC2)F)(F)F (8-(3,5-bis(trifluoromethyl)phenyl)-N-(3-fluoropiperidin-4-yl)-[1,2,4]triazolo[1,5-a]pyridin-2-amine), ClC1=NC(=NS1)C (5-chloro-3-methyl-1,2,4-thiadiazole), CC(C)([O-])C.[Na+] (sodium tert-butoxide), C1(CCCCC1)P(C1=C(C=CC=C1)C1=CC=CC=C1)C1CCCCC1 (2-(dicyclohexylphosphino)biphenyl), C1(CCCCC1)P(C1=C(C=CC=C1)C1=CC=CC=C1)C1CCCCC1 (2-(dicyclohexylphosphino)biphenyl), ClC1=NC(=NS1)C (5-chloro-3-methyl-1,2,4-thiadiazole). Reagents/catalysts: C(C)(=O)[O-].[Pd+2].C(C)(=O)[O-] (palladium(II) acetate), C(C)(=O)[O-].[Pd+2].C(C)(=O)[O-] (palladium(II) acetate). The solvent is O1CCOCC1 (dioxane), O1CCOCC1 (dioxane), O1CCOCC1 (dioxane). Run at temperature 150 celsius. Product: FC(C=1C=C(C=C(C1)C(F)(F)F)C=1C=2N(C=CC1)N=C(N2)NC2C(CN(CC2)C2=NC(=NS2)C)F)(F)F ([8-(3,5-Bis-trifluoromethyl-phenyl)-[1,2,4]triazolo[1,5-a]pyridin-2-yl]-[3-fluoro-1-(3-methyl-[1,2,4]thiadiazol-5-yl)-piperidin-4-yl]-amine), oil. The yield is 36.0%. RXN SMILES: C1(P(C2CCCCC2)C2C=CC=CC=2C2C=CC=CC=2)CCCCC1.[F:26][C:27]([F:56])([F:55])[C:28]1[CH:29]=[C:30]([C:38]2[C:39]3[N:40]([N:44]=[C:45]([NH:47][CH:48]4[CH2:53][CH2:52][NH:51][CH2:50][CH:49]4[F:54])[N:46]=3)[CH:41]=[CH:42][CH:43]=2)[CH:31]=[C:32]([C:34]([F:37])([F:36])[F:35])[CH:33]=1.Cl[C:58]1[S:62][N:61]=[C:60]([CH3:63])[N:59]=1.CC(C)([O-])C.[Na+]>O1CCOCC1.C([O-])(=O)C.[Pd+2].C([O-])(=O)C>[F:56][C:27]([F:26])([F:55])[C:28]1[CH:29]=[C:30]([C:38]2[C:39]3[N:40]([N:44]=[C:45]([NH:47][CH:48]4[CH2:53][CH2:52][N:51]([C:58]5[S:62][N:61]=[C:60]([CH3:63])[N:59]=5)[CH2:50][CH:49]4[F:54])[N:46]=3)[CH:41]=[CH:42][CH:43]=2)[CH:31]=[C:32]([C:34]([F:35])([F:36])[F:37])[CH:33]=1 |f:3.4,6.7.8|. Reported procedure: A degassed solution of palladium(II) acetate (2.73 mg, 12.2 μmol) and 2-(dicyclohexylphosphino)biphenyl (8.52 mg, 24.3 μmol) in dioxane (1 mL) was stirred for 10 minutes at room temperature, then added to a solution of 8-(3,5-bis(trifluoromethyl)phenyl)-N-(3-fluoropiperidin-4-yl)-[1,2,4]triazolo[1,5-a]pyridin-2-amine (68 mg, 152 μmol), 5-chloro-3-methyl-1,2,4-thiadiazole (24.5 mg, 182 μmol) and sodium tert-butoxide (21.9 mg, 228 μmol) in dioxane (2 mL). Through the solution was bubbled argon for... Starting materials: C[C@]12CC[C@@H]3C=4C=CC(=CC4CC[C@H]3[C@@H]1C[C@H]([C@@H]2O)O)O (estriol), C(C1=CN=CC=C1)(=O)Cl (nicotinoyl chloride), ice water. The solvent is N1=CC=CC=C1 (pyridine). Run at temperature 60 celsius, time 6 hour. Yields the product C[C@@]12CCC[C@H]1[C@@H]1CCC=3C=CC=CC3[C@H]1CC2 (1,3,5(10)-estratriene). Yield: 95.0%. As a reaction SMILES: [CH3:1][C@@:2]12[C@@H:18](O)[C@H:17](O)[CH2:16][C@H:15]1[C@H:14]1[C@@H:5]([C:6]3[CH:7]=[CH:8][C:9](O)=[CH:10][C:11]=3[CH2:12][CH2:13]1)[CH2:4][CH2:3]2.C(Cl)(=O)C1C=CC=NC=1>N1C=CC=CC=1>[CH3:1][C@:2]12[CH2:3][CH2:4][C@H:5]3[C@@H:14]([CH2:13][CH2:12][C:11]4[CH:10]=[CH:9][CH:8]=[CH:7][C:6]=43)[C@@H:15]1[CH2:16][CH2:17][CH2:18]2. Procedure: In a 100 cc flask, protected from light and humidity, 5.76g (0.02 Mole) of estriol are dissolved in 60 cc of anhydrous pyridine; 9.87g (0.07 mole) of nicotinoyl chloride are added and the whole shaken at 60° C for 6 hours. After cooling, the reaction mixture is poured into a liter of ice water and shaken for 15 minutes. The precipitate is dried and washed with water until neutral. Yield: 95%. The precipitate can also be extracted with chloroform or ether. The reactants are C([C@@H]1[C@H]([C@@H]([C@H]([C@H](O1)O[C@@H]2[C@H](O[C@H]([C@@H]([C@H]2O)O)O)CO)O)O)O)O.O (maltose hydrate). Run in N1=CC=CC=C1 (pyridine). Product: C([C@@H]1[C@H]([C@@H]([C@H]([C@H](O1)O[C@@H]2[C@H](O[C@H]([C@@H]([C@H]2O)O)O)CO)O)O)O)O (maltose). Reaction SMILES: [CH2:1]([OH:23])[C@H:2]1[O:7][C@H:6]([O:8][C@H:9]2[C@H:14]([OH:15])[C@@H:13]([OH:16])[C@H:12]([OH:17])[O:11][C@@H:10]2[CH2:18][OH:19])[C@H:5]([OH:20])[C@@H:4]([OH:21])[C@@H:3]1[OH:22].O>N1C=CC=CC=1>[CH2:1]([OH:23])[C@H:2]1[O:7][C@H:6]([O:8][C@H:9]2[C@H:14]([OH:15])[C@@H:13]([OH:16])[C@H:12]([OH:17])[O:11][C@@H:10]2[CH2:18][OH:19])[C@H:5]([OH:20])[C@@H:4]([OH:21])[C@@H:3]1[OH:22] |f:0.1|. Procedure details: It was prepared by dissolving commercial maltose hydrate (Fisher M-75) in pyridine and evaporating the solution under reduced pressure in a vacuum evaporator at 40° C. to achieve azeotropic removal of water of crystallization.